From a dataset of the Open Reaction Database (ORD), a public repository of structured organic reaction records. describe an organic reaction: reactants, conditions, products, and yield Reactants: CCOC(=O)N1C(=O)c2ccccc2C1=O, CC#N, Cl, CCCCOc1cc(C(N)CC(=O)OC)ccc1OC, [Na+], [Na+], O=C([O-])[O-], O. Product: CCCCOc1cc(C(CC(=O)OC)N2C(=O)c3ccccc3C2=O)ccc1OC. RXN SMILES: [C:28]([N:29]1[C:34](=[O:43])[c:35]2[c:36]([cH:39][cH:40][cH:41][cH:42]2)[C:37]1=[O:38])([O:30][CH2:31][CH3:32])=[O:33].[CH3:45][C:46]#[N:47].[ClH:1].[NH2:2][CH:3]([CH2:4][C:5](=[O:6])[O:7][CH3:8])[c:9]1[cH:10][c:11]([O:17][CH2:18][CH2:19][CH2:20][CH3:21])[c:12]([O:15][CH3:16])[cH:13][cH:14]1.[Na+:22].[Na+:23].[O-:24][C:25](=[O:26])[O-:27].[OH2:44]>>[N:2]1([CH:3]([CH2:4][C:5](=[O:6])[O:7][CH3:8])[c:9]2[cH:10][c:11]([O:17][CH2:18][CH2:19][CH2:20][CH3:21])[c:12]([O:15][CH3:16])[cH:13][cH:14]2)[C:34](=[O:43])[c:35]2[c:36]([cH:39][cH:40][cH:41][cH:42]2)[C:37]1=[O:38]. The reactants are [H][H] (hydrogen), C(C)O (ethanol), C(CCCCCCCCCCCCCCC)NCCCCCCCCCCCCCCCC (dihexadecylamine), secondary amine. Reaction conditions: time 48 hour. The product is C(CCCCCCCCCCCCCCC)N(O)CCCCCCCCCCCCCCCC (N,N-Dihexadecylhydroxylamine), needles. As a reaction SMILES: [CH2:1]([NH:17][CH2:18][CH2:19][CH2:20][CH2:21][CH2:22][CH2:23][CH2:24][CH2:25][CH2:26][CH2:27][CH2:28][CH2:29][CH2:30][CH2:31][CH2:32][CH3:33])[CH2:2][CH2:3][CH2:4][CH2:5][CH2:6][CH2:7][CH2:8][CH2:9][CH2:10][CH2:11][CH2:12][CH2:13][CH2:14][CH2:15][CH3:16].[H][H].C([OH:38])C>>[CH2:18]([N:17]([CH2:1][CH2:2][CH2:3][CH2:4][CH2:5][CH2:6][CH2:7][CH2:8][CH2:9][CH2:10][CH2:11][CH2:12][CH2:13][CH2:14][CH2:15][CH3:16])[OH:38])[CH2:19][CH2:20][CH2:21][CH2:22][CH2:23][CH2:24][CH2:25][CH2:26][CH2:27][CH2:28][CH2:29][CH2:30][CH2:31][CH2:32][CH3:33]. Procedure details: The general procedure of Example 11 is followed using 100 grams (0.19 mol) of dihexadecylamine (451 eq. wt., 88% secondary amine, 30.2 grams (0.44 mol) of 50% aqueous hydrogen perioxide solution and 400 ml of ethanol. After stirring for 48 hours, the reaction mixture is filtered to give the above-named product which is twice recrystallized from 500 ml of chloroform. The desired product is obtained in a yield of 29.4 grams (32%) as white needles melting at 97°-99° C. Reactants: CCN=C=NCCCN(C)C, CCN(C(C)C)C(C)C, Cl, NCC(=O)N1CCN(C(=O)c2cc(F)ccc2C(F)(F)F)CC1, CN(C)C=O, O, On1nnc2ccccc21, O=C(O)c1cn(-c2ccccc2)nn1. Product: O=C(NCC(=O)N1CCN(C(=O)c2cc(F)ccc2C(F)(F)F)CC1)c1cn(-c2ccccc2)nn1. RXN SMILES: [CH3:34][CH2:35][N:36]=[C:37]=[N:38][CH2:39][CH2:40][CH2:41][N:42]([CH3:43])[CH3:44].[CH:1]([N:2]([CH2:3][CH3:4])[CH:5]([CH3:6])[CH3:7])([CH3:8])[CH3:9].[ClH:45].[NH2:46][CH2:47][C:48](=[O:49])[N:50]1[CH2:51][CH2:52][N:53]([C:56]([c:57]2[c:58]([C:64]([F:65])([F:66])[F:67])[cH:59][cH:60][c:61]([F:63])[cH:62]2)=[O:68])[CH2:54][CH2:55]1.[O:69]=[CH:70][N:71]([CH3:72])[CH3:73].[OH2:74].[OH:24][n:25]1[c:26]2[c:27]([cH:28][cH:29][cH:30][cH:31]2)[n:32][n:33]1.[c:10]1(-[n:16]2[n:17][n:18][c:19]([C:21](=[O:22])[OH:23])[cH:20]2)[cH:11][cH:12][cH:13][cH:14][cH:15]1>>[c:10]1(-[n:16]2[n:17][n:18][c:19]([C:21](=[O:23])[NH:46][CH2:47][C:48](=[O:49])[N:50]3[CH2:51][CH2:52][N:53]([C:56]([c:57]4[c:58]([C:64]([F:65])([F:66])[F:67])[cH:59][cH:60][c:61]([F:63])[cH:62]4)=[O:68])[CH2:54][CH2:55]3)[cH:20]2)[cH:11][cH:12][cH:13][cH:14][cH:15]1. The reactants are CO, Cl, Cl, O=C(CCCN1CCC(C(O)(c2ccccc2)c2ccccc2)CC1)c1ccc(F)cc1, COc1ccc(C(=O)CCCN2CCC(C(O)(c3ccccc3)c3ccccc3)CC2)cc1, c1ccccc1. The product is COc1ccc(C(=O)CCCN2CCC(=C(c3ccccc3)c3ccccc3)CC2)cc1, Cl. RXN SMILES: [CH3:74][OH:75].[ClH:1].[ClH:34].[F:2][c:3]1[cH:4][cH:5][c:6]([C:7](=[O:8])[CH2:9][CH2:10][CH2:11][N:12]2[CH2:13][CH2:14][CH:15]([C:16]([OH:17])([c:18]3[cH:19][cH:20][cH:21][cH:22][cH:23]3)[c:24]3[cH:25][cH:26][cH:27][cH:28][cH:29]3)[CH2:30][CH2:31]2)[cH:32][cH:33]1.[OH:35][C:36]([c:37]1[cH:38][cH:39][cH:40][cH:41][cH:42]1)([c:43]1[cH:44][cH:45][cH:46][cH:47][cH:48]1)[CH:49]1[CH2:50][CH2:51][N:52]([CH2:55][CH2:56][CH2:57][C:58](=[O:59])[c:60]2[cH:61][cH:62][c:63]([O:66][CH3:67])[cH:64][cH:65]2)[CH2:53][CH2:54]1.[cH:68]1[cH:69][cH:70][cH:71][cH:72][cH:73]1>>[C:36]([c:37]1[cH:38][cH:39][cH:40][cH:41][cH:42]1)([c:43]1[cH:44][cH:45][cH:46][cH:47][cH:48]1)=[C:49]1[CH2:50][CH2:51][N:52]([CH2:55][CH2:56][CH2:57][C:58](=[O:59])[c:60]2[cH:61][cH:62][c:63]([O:66][CH3:67])[cH:64][cH:65]2)[CH2:53][CH2:54]1.[ClH:1]. The reactants are C(C)(C)N1CCN(CC1)C(=O)C1=CC=C(C=C1)C=1C=NC=C(C1)B1OC(C(O1)(C)C)(C)C ((4-Isopropylpiperazin-1-yl)(4-(5-(4,4,5,5-tetramethyl-[1,3,2]-dioxaborolan-2-yl)pyridin-3-yl)-phenyl)-methanone), ClC1=NC(=NC(=C1)Cl)C1=NC=CC=C1 (4,6-dichloro-2-pyridin-2-yl-pyrimidine), C(Cl)Cl (DCM). The reagents and catalysts are C1=CC=C(C=C1)P([C-]2C=CC=C2)C3=CC=CC=C3.C1=CC=C(C=C1)P([C-]2C=CC=C2)C3=CC=CC=C3.Cl[Pd]Cl.[Fe+2] (PdCl2(dppf)). The solvent is COCCOC (DME), C([O-])([O-])=O.[Na+].[Na+] (sodium carbonate). Yields the product ClC1=CC(=NC(=N1)C1=NC=CC=C1)C=1C=C(C=NC1)C1=CC=C(C=C1)C(=O)N1CCN(CC1)C(C)C ({4-[5-(6-Chloro-2-pyridin-2-yl-pyrimidin-4-yl)-pyridin-3-yl]-phenyl}-(4-isopropyl-piperazin-1-yl)-methanone), 499/501. Reaction SMILES: [CH:1]([N:4]1[CH2:9][CH2:8][N:7]([C:10]([C:12]2[CH:17]=[CH:16][C:15]([C:18]3[CH:19]=[N:20][CH:21]=[C:22](B4OC(C)(C)C(C)(C)O4)[CH:23]=3)=[CH:14][CH:13]=2)=[O:11])[CH2:6][CH2:5]1)([CH3:3])[CH3:2].[Cl:33][C:34]1[CH:39]=[C:38](Cl)[N:37]=[C:36]([C:41]2[CH:46]=[CH:45][CH:44]=[CH:43][N:42]=2)[N:35]=1.C(Cl)Cl>COCCOC.C(=O)([O-])[O-].[Na+].[Na+].C1C=CC(P(C2C=CC=CC=2)[C-]2C=CC=C2)=CC=1.C1C=CC(P(C2C=CC=CC=2)[C-]2C=CC=C2)=CC=1.Cl[Pd]Cl.[Fe+2]>[Cl:33][C:34]1[N:35]=[C:36]([C:41]2[CH:46]=[CH:45][CH:44]=[CH:43][N:42]=2)[N:37]=[C:38]([C:22]2[CH:23]=[C:18]([C:15]3[CH:16]=[CH:17][C:12]([C:10]([N:7]4[CH2:6][CH2:5][N:4]([CH:1]([CH3:2])[CH3:3])[CH2:9][CH2:8]4)=[O:11])=[CH:13][CH:14]=3)[CH:19]=[N:20][CH:21]=2)[CH:39]=1 |f:4.5.6,7.8.9.10|. Procedure: A solution of (4-Isopropylpiperazin-1-yl)(4-(5-(4,4,5,5-tetramethyl-[1,3,2]-dioxaborolan-2-yl)pyridin-3-yl)-phenyl)-methanone (Int. I) (1.5 eq, 402 mg) in DME (1 ml) and 2M sodium carbonate (0.62 ml) is treated with 4,6-dichloro-2-pyridin-2-yl-pyrimidine (Int. C) (1 eq, 139 mg) and placed under an atmosphere of argon. PdCl2(dppf).DCM (0.1 eq. 45 mg) is added and the reaction mixture is heated using microwave radiation at 90° C. for 90 minutes. After cooling to room temperature, the mixture is pa... Starting materials: CC(C)=C (isobutylene), COC=1C=C(C(=O)O)C=CC1C (3-methoxy-4-methylbenzoic acid), S(O)(O)(=O)=O (sulfuric acid), CC(C)=C (isobutylene), C(Cl)Cl (methylene chloride), [OH-].[Na+] (sodium hydroxide). Run at time 16 hour. Yields the product C(C)OC=1C=C(C(=O)OC(C)(C)C)C=CC1C (t-butyl 3-ethoxy-4methylbenzoate). Isolated yield 70.0%. RXN SMILES: [CH3:1][O:2][C:3]1[CH:4]=[C:5]([CH:9]=[CH:10][C:11]=1[CH3:12])[C:6]([OH:8])=[O:7].S(=O)(=O)(O)O.[CH3:18][C:19](=[CH2:21])[CH3:20].[OH-].[Na+].[CH2:24](Cl)Cl>>[CH2:1]([O:2][C:3]1[CH:4]=[C:5]([CH:9]=[CH:10][C:11]=1[CH3:12])[C:6]([O:8][C:19]([CH3:20])([CH3:18])[CH3:21])=[O:7])[CH3:24] |f:3.4|. Reported procedure: A solution of 3-methoxy-4-methylbenzoic acid (10.0 g), concentrated sulfuric acid (1 ml), and condensed isobutylene (200 ml) in methylene chloride (200 ml) was placed in a pressure vessel and stirred for 16 hours. The vessel was then opened to vent unreacted isobutylene. The remaining liquid was poured into 10% (w/v) sodium hydroxide solution (150 ml) and extracted twice with ethyl acetate. The combined extracts were washed with brine, dried (MgSO4), and evaporated. The residue was purified by f... Starting materials: COC([C@H]([C@H](O)C1=C(C=C(C=C1)OCC1=CC=CC=C1)C(F)(F)F)OCC)=O ((2S,3R)-3-(4-benzyloxy-2-trifluoromethyl-phenyl)-2-ethoxy-3-hydroxy-propionic acid methyl ester), C(C)[SiH](CC)CC (triethylsilane). Run in FC(C(=O)O)(F)F (trifluoroacetic acid). The product is COC([C@H](CC1=C(C=C(C=C1)OCC1=CC=CC=C1)C(F)(F)F)OCC)=O ((2S)-3-(4-benzyloxy-2-trifluoromethyl-phenyl)-2-ethoxy-propionic acid methyl ester). Reaction SMILES: [CH3:1][O:2][C:3](=[O:28])[C@@H:4]([O:25][CH2:26][CH3:27])[C@@H:5]([C:7]1[CH:12]=[CH:11][C:10]([O:13][CH2:14][C:15]2[CH:20]=[CH:19][CH:18]=[CH:17][CH:16]=2)=[CH:9][C:8]=1[C:21]([F:24])([F:23])[F:22])O.C([SiH](CC)CC)C>FC(F)(F)C(O)=O>[CH3:1][O:2][C:3](=[O:28])[C@@H:4]([O:25][CH2:26][CH3:27])[CH2:5][C:7]1[CH:12]=[CH:11][C:10]([O:13][CH2:14][C:15]2[CH:20]=[CH:19][CH:18]=[CH:17][CH:16]=2)=[CH:9][C:8]=1[C:21]([F:24])([F:22])[F:23]. Procedure details: In analogy to the procedure described in example 1 c], (2S,3R)-3-(4-benzyloxy-2-trifluoromethyl-phenyl)-2-ethoxy-3-hydroxy-propionic acid methyl ester was treated with triethylsilane in trifluoroacetic acid to yield (2S)-3-(4-benzyloxy-2-trifluoromethyl-phenyl)-2-ethoxy-propionic acid methyl ester as colorless liquid.